The task is: describe an organic reaction: reactants, conditions, products, and yield. This data is from the Open Reaction Database (ORD), a public repository of structured organic reaction records. Reactants: NC1=CC=C2C(=N1)C(=CN2)C2CCN(CC2)CCC (5-amino-3-(1-propylpiperidin-4-yl)pyrrolo[3,2-b]pyridine), C(CC)(=O)Cl (propionyl chloride). The product is C(CC)(=O)NC1=CC=C2C(=N1)C(=CN2)C2CCN(CC2)CCC (5-(N-[propionyl]amino)-3-(1-propylpiperidin-4-yl)pyrrolo[3,2-b]pyridine). Yield: 684.5%. Reaction SMILES: [NH2:1][C:2]1[N:7]=[C:6]2[C:8]([CH:11]3[CH2:16][CH2:15][N:14]([CH2:17][CH2:18][CH3:19])[CH2:13][CH2:12]3)=[CH:9][NH:10][C:5]2=[CH:4][CH:3]=1.[C:20](Cl)(=[O:23])[CH2:21][CH3:22]>>[C:20]([NH:1][C:2]1[N:7]=[C:6]2[C:8]([CH:11]3[CH2:16][CH2:15][N:14]([CH2:17][CH2:18][CH3:19])[CH2:13][CH2:12]3)=[CH:9][NH:10][C:5]2=[CH:4][CH:3]=1)(=[O:23])[CH2:21][CH3:22]. Procedure: Beginning with 0.10 gm (0.39 mMol) 5-amino-3-(1-propylpiperidin-4-yl)pyrrolo[3,2-b]pyridine and 0.040 mL (0.046 mMol) propionyl chloride, 0.099 gm (81%) of the title compound were prepared as an ivory foam essentially by the procedure described in Example 4. An analytical sample was crystallized from aqueous ethanol.